This data is from the Open Reaction Database (ORD), a public repository of structured organic reaction records. The task is: describe an organic reaction: reactants, conditions, products, and yield Run in C(C)#N (acetonitrile). Procedure: Methyl 3-benzamido-2-fluorobenzoate (8.75 g, 32.0 mmol) was dissolved in acetonitrile (200 ml). Dimethyl sulfate (4.3 g, 34.1 mmol) and potassium hydroxide (2.63 g, 39.8 mmol) were sequentially added thereto, and the reaction mixture was agitated for 30 minutes at 60° C. The mixture was cooled to room temperature, and then was concentrated. Ethyl acetate was added to the concentration residue, and the mixture was washed with water and dried over anhydrous sodium sulfate. The sodium sulfate was f... The reactants are S(=O)(=O)(OC)OC (Dimethyl sulfate), [OH-].[K+] (potassium hydroxide), C(C1=CC=CC=C1)(=O)NC=1C(=C(C(=O)OC)C=CC1)F (Methyl 3-benzamido-2-fluorobenzoate). Yield: 87.0%. Product: FC1=C(C(=O)OC)C=CC=C1N(C(C1=CC=CC=C1)=O)C (methyl 2-fluoro-3-(N-methylbenzamido)benzoate). Reaction conditions: temperature 60 celsius, time 30 minute. Reaction SMILES: [C:1]([NH:9][C:10]1[C:11]([F:20])=[C:12]([CH:17]=[CH:18][CH:19]=1)[C:13]([O:15][CH3:16])=[O:14])(=[O:8])[C:2]1[CH:7]=[CH:6][CH:5]=[CH:4][CH:3]=1.S(OC)(O[CH3:25])(=O)=O.[OH-].[K+]>C(#N)C>[F:20][C:11]1[C:10]([N:9]([CH3:25])[C:1](=[O:8])[C:2]2[CH:3]=[CH:4][CH:5]=[CH:6][CH:7]=2)=[CH:19][CH:18]=[CH:17][C:12]=1[C:13]([O:15][CH3:16])=[O:14] |f:2.3|. Reactants: NC1=C(C(=NC=N1)N[C@@H](C)C1=NN2C(C(N1C1=CC=CC=C1)=O)=C(C=C2)C)Br ((S)-2-(1-((6-Amino-5-bromopyrimidin-4-yl)amino)ethyl)-5-methyl-3-phenylpyrrolo[2,1-f][1,2,4]triazin-4(3H)-one), OC=1C=C(C=C(C1)C(F)(F)F)B(O)O ((3-hydroxy-5-(trifluoromethyl)phenyl)boronic acid), C([O-])([O-])=O.[Na+].[Na+] (sodium carbonate). The product is NC1=C(C(=NC=N1)N[C@@H](C)C1=NN2C(C(N1C1=CC=CC=C1)=O)=C(C=C2)C)C2=CC(=CC(=C2)C(F)(F)F)O ((S)-2-(1-((6-Amino-5-(3-hydroxy-5-(trifluoromethyl)phenyl)pyrimidin-4-yl)amino)ethyl)-5-methyl-3-phenylpyrrolo[2,1-f][1,2,4]triazin-4(3H)-one). Yield: 25.0%. Reaction SMILES: [NH2:1][C:2]1[N:7]=[CH:6][N:5]=[C:4]([NH:8][C@H:9]([C:11]2[N:16]([C:17]3[CH:22]=[CH:21][CH:20]=[CH:19][CH:18]=3)[C:15](=[O:23])[C:14]3=[C:24]([CH3:27])[CH:25]=[CH:26][N:13]3[N:12]=2)[CH3:10])[C:3]=1Br.[OH:29][C:30]1[CH:31]=[C:32](B(O)O)[CH:33]=[C:34]([C:36]([F:39])([F:38])[F:37])[CH:35]=1.C(=O)([O-])[O-].[Na+].[Na+]>>[NH2:1][C:2]1[N:7]=[CH:6][N:5]=[C:4]([NH:8][C@H:9]([C:11]2[N:16]([C:17]3[CH:22]=[CH:21][CH:20]=[CH:19][CH:18]=3)[C:15](=[O:23])[C:14]3=[C:24]([CH3:27])[CH:25]=[CH:26][N:13]3[N:12]=2)[CH3:10])[C:3]=1[C:32]1[CH:33]=[C:34]([C:36]([F:39])([F:37])[F:38])[CH:35]=[C:30]([OH:29])[CH:31]=1 |f:2.3.4|. Procedure details: (S)-2-(1-((6-Amino-5-bromopyrimidin-4-yl)amino)ethyl)-5-methyl-3-phenylpyrrolo[2,1-f][1,2,4]triazin-4(3H)-one (100 mg, 0.23 mmol) was treated with (3-hydroxy-5-(trifluoromethyl)phenyl)boronic acid (70 mg, 0.34 mmol), sodium carbonate (108 mg, 1.02 mmol) and 2′-(dimethylamino)-2-biphenylyl-palladium(II) chloride dinorbornylphosphine complex (6 mg, 0.01 mmol) according to the method described in the Preparation 17. The residue was purified by reverse phase using SP1® Purification System to give 30... Reactants: c1ccc2c(c1)CCN2, CN(C)C1CCN(Cc2cc3nc(Cl)nc(N4CCOCC4)c3s2)CC1, CN(C)C=O, Cc1ccc(S(=O)(=O)O)cc1. Yields the product CN(C)C1CCN(Cc2cc3nc(N4CCc5ccccc54)nc(N4CCOCC4)c3s2)CC1. Reaction SMILES: [CH2:27]1[CH2:28][c:29]2[cH:30][cH:31][cH:32][cH:33][c:34]2[NH:35]1.[Cl:1][c:2]1[n:3][c:4]([N:21]2[CH2:22][CH2:23][O:24][CH2:25][CH2:26]2)[c:5]2[c:6]([n:7]1)[cH:8][c:9]([CH2:11][N:12]1[CH2:13][CH2:14][CH:15]([N:18]([CH3:19])[CH3:20])[CH2:16][CH2:17]1)[s:10]2.[O:47]=[CH:48][N:49]([CH3:50])[CH3:51].[c:36]1([CH3:37])[cH:38][cH:39][c:40]([S:41]([OH:42])(=[O:43])=[O:44])[cH:45][cH:46]1>>[c:2]1([N:35]2[CH2:27][CH2:28][c:29]3[cH:30][cH:31][cH:32][cH:33][c:34]32)[n:3][c:4]([N:21]2[CH2:22][CH2:23][O:24][CH2:25][CH2:26]2)[c:5]2[c:6]([n:7]1)[cH:8][c:9]([CH2:11][N:12]1[CH2:13][CH2:14][CH:15]([N:18]([CH3:19])[CH3:20])[CH2:16][CH2:17]1)[s:10]2. Reactants: OC(C(C(=O)OCC1=CC=CC=C1)CC1=CC(=CC=C1)OC(C(F)F)(F)F)C1=CC=C(C=C1)OC1=NC=CC=C1 (benzyl (2RS,3RS)-3-hydroxy-3-[4-(pyridin-2-yloxy)phenyl]-2-[3-(1,1,2,2-tetrafluoroethoxy)benzyl]propanoate), crude compound, [H][H] (hydrogen). The reagents and catalysts are [Pd] (palladium/carbon). The solvent is C(C)O (ethanol). Run at time 2 hour. Product: OC(C(C(=O)O)CC1=CC(=CC=C1)OC(C(F)F)(F)F)C1=CC=C(C=C1)OC1=NC=CC=C1 ((2RS,3RS)-3-hydroxy-3-[4-(pyridin-2-yloxy)phenyl]-2-[3-(1,1,2,2-tetrafluoroethoxy)benzyl]propanoic acid). As a reaction SMILES: [OH:1][CH:2]([C:28]1[CH:33]=[CH:32][C:31]([O:34][C:35]2[CH:40]=[CH:39][CH:38]=[CH:37][N:36]=2)=[CH:30][CH:29]=1)[CH:3]([CH2:14][C:15]1[CH:20]=[CH:19][CH:18]=[C:17]([O:21][C:22]([F:27])([F:26])[CH:23]([F:25])[F:24])[CH:16]=1)[C:4]([O:6]CC1C=CC=CC=1)=[O:5].[H][H]>C(O)C.[Pd]>[OH:1][CH:2]([C:28]1[CH:29]=[CH:30][C:31]([O:34][C:35]2[CH:40]=[CH:39][CH:38]=[CH:37][N:36]=2)=[CH:32][CH:33]=1)[CH:3]([CH2:14][C:15]1[CH:20]=[CH:19][CH:18]=[C:17]([O:21][C:22]([F:27])([F:26])[CH:23]([F:25])[F:24])[CH:16]=1)[C:4]([OH:6])=[O:5]. Procedure: To a solution of benzyl (2RS,3RS)-3-hydroxy-3-[4-(pyridin-2-yloxy)phenyl]-2-[3-(1,1,2,2-tetrafluoroethoxy)benzyl]propanoate (4.99 g, 8.95 mmol) in ethanol (500 ml) was added 10% palladium/carbon (containing water by 50%, 500 mg), and the mixture was stirred under a 1 atm hydrogen stream for 2 hrs. The reaction solution was filtered with celite and the filtrate was concentrated to give the objective substance (4.50 g, 100%, crude). The present compound was used for the next reaction as a crude co... The product is N1(CCNCC1)C=1C=C(C#N)C=C(C1)C1=NNC2=CN=C(C=C21)C=2C=NC=CC2 (3-(piperazin-1-yl)-5-(5-(pyridin-3-yl)-1H-pyrazolo[3,4-c]pyridin-3-yl)benzonitrile). Reactants: BrC=1C=C2C(=CN1)N(N=C2I)C2OCCCC2 (5-bromo-3-iodo-1-(tetrahydro-2H-pyran-2-yl)-1H-pyrazolo[3,4-c]pyridine), C(#N)C=1C=C(C=C(C1)B1OC(C(O1)(C)C)(C)C)N1CCN(CC1)C(=O)OC(C)(C)C (tert-butyl 4-(3-cyano-5-(4,4,5,5-tetramethyl-1,3,2-dioxaborolan-2-yl)phenyl)piperazine-1-carboxylate), N1=CC(=CC=C1)B1OC(C)(C)C(C)(C)O1 (3-pyridineboronic acid pinacol ester). The yield is 19.0%. As a reaction SMILES: Br[C:2]1[CH:3]=[C:4]2[C:10](I)=[N:9][N:8](C3CCCCO3)[C:5]2=[CH:6][N:7]=1.[C:18]([C:20]1[CH:21]=[C:22]([N:35]2[CH2:40][CH2:39][N:38](C(OC(C)(C)C)=O)[CH2:37][CH2:36]2)[CH:23]=[C:24](B2OC(C)(C)C(C)(C)O2)[CH:25]=1)#[N:19].[N:48]1[CH:53]=[CH:52][CH:51]=[C:50](B2OC(C)(C)C(C)(C)O2)[CH:49]=1>>[N:35]1([C:22]2[CH:21]=[C:20]([CH:25]=[C:24]([C:10]3[C:4]4[C:5](=[CH:6][N:7]=[C:2]([C:50]5[CH:49]=[N:48][CH:53]=[CH:52][CH:51]=5)[CH:3]=4)[NH:8][N:9]=3)[CH:23]=2)[C:18]#[N:19])[CH2:36][CH2:37][NH:38][CH2:39][CH2:40]1. Reported procedure: Following the Suzuki coupling procedure of Example 159, 5-bromo-3-iodo-1-(tetrahydro-2H-pyran-2-yl)-1H-pyrazolo[3,4-c]pyridine and tert-butyl 4-(3-cyano-5-(4,4,5,5-tetramethyl-1,3,2-dioxaborolan-2-yl)phenyl)piperazine-1-carboxylate were reacted. The product was coupled with 3-pyridineboronic acid pinacol ester by the Suzuki coupling procedure of Example 10 and deprotected by the procedure of Example 225. The mixture was purified via reverse phase HPLC using a gradient of MeOH in water with 0.1% ... Starting materials: CC(=O)OC(C)=O, CN(C)C=O, CCC(C)(C)Nc1c(NCc2ccc(C#N)cc2Cl)c(=O)c1=O, [H-], [Na+], C1CCOC1. The product is CCC(C)(C)Nc1c(N(Cc2ccc(C#N)cc2Cl)C(C)=O)c(=O)c1=O. As a reaction SMILES: [CH3:26][C:27](=[O:28])[O:29][C:30](=[O:31])[CH3:32].[CH3:38][N:39]([CH3:40])[CH:41]=[O:42].[Cl:1][c:2]1[cH:3][c:4]([C:5]#[N:6])[cH:7][cH:8][c:9]1[CH2:10][NH:11][c:12]1[c:13]([NH:18][C:19]([CH2:20][CH3:21])([CH3:22])[CH3:23])[c:14](=[O:17])[c:15]1=[O:16].[H-:24].[Na+:25].[O:33]1[CH2:34][CH2:35][CH2:36][CH2:37]1>>[Cl:1][c:2]1[cH:3][c:4]([C:5]#[N:6])[cH:7][cH:8][c:9]1[CH2:10][N:11]([c:12]1[c:13]([NH:18][C:19]([CH2:20][CH3:21])([CH3:22])[CH3:23])[c:14](=[O:17])[c:15]1=[O:16])[C:27]([CH3:26])=[O:28]. Reactants: [Br-], CCOCC, C=CCn1c(C)c(C)c2ccnc(C=Nc3ccc(F)cc3)c21, C[Mg+], [Cl-], [NH4+]. Yields the product C=CCn1c(C)c(C)c2ccnc(C(C)Nc3ccc(F)cc3)c21, Cl. RXN SMILES: [Br-:1].[CH2:29]([O:30][CH2:31][CH3:32])[CH3:33].[CH2:4]([CH:5]=[CH2:6])[n:7]1[c:8]([CH3:26])[c:9]([CH3:25])[c:10]2[c:11]1[c:12]([CH:16]=[N:17][c:18]1[cH:19][cH:20][c:21]([F:24])[cH:22][cH:23]1)[n:13][cH:14][cH:15]2.[CH3:2][Mg+:3].[Cl-:27].[NH4+:28]>>[CH3:2][CH:16]([c:12]1[c:11]2[n:7]([CH2:4][CH:5]=[CH2:6])[c:8]([CH3:26])[c:9]([CH3:25])[c:10]2[cH:15][cH:14][n:13]1)[NH:17][c:18]1[cH:19][cH:20][c:21]([F:24])[cH:22][cH:23]1.[ClH:27]. Starting materials: FC(C(=O)O)(F)F.C1(=CC=CC=C1)[C@H]1[C@@H](C1)C(=O)N1CCC(CC1)CN ((1-{[(1R,2R)-2-phenylcyclopropyl]carbonyl}piperidin-4-yl)methylamine trifluoroacetate salt), BrC=1C=NC(=NC1)Cl (5-bromo-2-chloro-pyrimidine), C([O-])([O-])=O.[Cs+].[Cs+] (cesium carbonate). Run in CN(C)C=O (DMF), C(C)(=O)OCC (ethyl acetate). Run at temperature 100 celsius. Yields the product BrC=1C=NC(=NC1)NCC1CCN(CC1)C(=O)[C@H]1[C@@H](C1)C1=CC=CC=C1 (5-bromo-N-[(1-{[(1R,2R)-2-phenylcyclopropyl]carbonyl}piperidin-4-yl)methyl]pyrimidin-2-amine). As a reaction SMILES: FC(F)(F)C(O)=O.[C:8]1([C@@H:14]2[CH2:16][C@H:15]2[C:17]([N:19]2[CH2:24][CH2:23][CH:22]([CH2:25][NH2:26])[CH2:21][CH2:20]2)=[O:18])[CH:13]=[CH:12][CH:11]=[CH:10][CH:9]=1.[Br:27][C:28]1[CH:29]=[N:30][C:31](Cl)=[N:32][CH:33]=1.C(=O)([O-])[O-].[Cs+].[Cs+]>CN(C=O)C.C(OCC)(=O)C>[Br:27][C:28]1[CH:29]=[N:30][C:31]([NH:26][CH2:25][CH:22]2[CH2:21][CH2:20][N:19]([C:17]([C@@H:15]3[CH2:16][C@H:14]3[C:8]3[CH:9]=[CH:10][CH:11]=[CH:12][CH:13]=3)=[O:18])[CH2:24][CH2:23]2)=[N:32][CH:33]=1 |f:0.1,3.4.5|. Procedure details: A mixture of (1-{[(1R,2R)-2-phenylcyclopropyl]carbonyl}piperidin-4-yl)methylamine trifluoroacetate salt (1.00 g, 2.69 mmol), 5-bromo-2-chloro-pyrimidine ([32779-36-5 ], 0.519 g, 2.69 mmol) and cesium carbonate (1.75 g, 5.37 mmol) in DMF (7 mL) was heated at 100° C. for 1.5 h. The reaction mixture was cooled to RT, diluted with ethyl acetate (200 mL), washed with water (5×20 mL), and brine (10 mL), then dried over Na2SO4, filtered and concentrated. The residue was chromatographed on silica gel 60... Reactants: CC(=O)OC(C)=O, CC1(C)CCc2ccccc2C1n1cncc1CN, ClC(Cl)Cl. Product: CC(=O)NCc1cncn1C1c2ccccc2CCC1(C)C. RXN SMILES: [C:20]([CH3:21])(=[O:22])[O:23][C:24](=[O:25])[CH3:26].[CH3:1][C:2]1([CH3:19])[CH:3]([n:12]2[cH:13][n:14][cH:15][c:16]2[CH2:17][NH2:18])[c:4]2[cH:5][cH:6][cH:7][cH:8][c:9]2[CH2:10][CH2:11]1.[Cl:27][CH:28]([Cl:29])[Cl:30]>>[CH3:1][C:2]1([CH3:19])[CH:3]([n:12]2[cH:13][n:14][cH:15][c:16]2[CH2:17][NH:18][C:20]([CH3:21])=[O:22])[c:4]2[cH:5][cH:6][cH:7][cH:8][c:9]2[CH2:10][CH2:11]1.